This data is from the Open Reaction Database (ORD), a public repository of structured organic reaction records. The task is: describe an organic reaction: reactants, conditions, products, and yield Reported procedure: 500 mg 6-chloro-4,4-dicyclohexyl-4H-benzo[1,3]dioxine-2-carbonitrile and 572 mg trimethyltin azide were dissolved in 23 ml xylene. The reaction mixture was refluxed for 4 hours. Then the solvent was removed in vacuo and the crude product purified by preparative HPLC (C18 reverse phase column, elution with water/MeCN gradient with 0.1% TFA). The fractions containing the product were evaporated and lyophilized to yield a solid which was washed three times with heptanes to remove traces of tin by-p... The reactants are ClC=1C=CC2=C(C(OC(O2)C#N)(C2CCCCC2)C2CCCCC2)C1 (6-chloro-4,4-dicyclohexyl-4H-benzo[1,3]dioxine-2-carbonitrile), C[Sn](C)(C)N=[N+]=[N-] (trimethyltin azide). Yields the product ClC=1C=CC2=C(C(OC(O2)C2=NN=NN2)(C2CCCCC2)C2CCCCC2)C1 (5-(6-Chloro-4,4-dicyclohexyl-4H-benzo[1,3]dioxin-2-yl)-1H-tetrazole). Reaction SMILES: [Cl:1][C:2]1[CH:3]=[CH:4][C:5]2[O:10][CH:9]([C:11]#[N:12])[O:8][C:7]([CH:19]3[CH2:24][CH2:23][CH2:22][CH2:21][CH2:20]3)([CH:13]3[CH2:18][CH2:17][CH2:16][CH2:15][CH2:14]3)[C:6]=2[CH:25]=1.C[Sn]([N:30]=[N+:31]=[N-:32])(C)C>C1(C)C(C)=CC=CC=1>[Cl:1][C:2]1[CH:3]=[CH:4][C:5]2[O:10][CH:9]([C:11]3[NH:32][N:31]=[N:30][N:12]=3)[O:8][C:7]([CH:19]3[CH2:20][CH2:21][CH2:22][CH2:23][CH2:24]3)([CH:13]3[CH2:18][CH2:17][CH2:16][CH2:15][CH2:14]3)[C:6]=2[CH:25]=1. Run in C=1(C(=CC=CC1)C)C (xylene). The reactants are C(C1=CC=CC=C1)(C1=CC=CC=C1)(C1=CC=CC=C1)NC=1SC=C(N1)C(C(=O)O)=NOCC (2-[2-tritylaminothiazol-4-yl]-2-ethoxyimino acetic acid), N[C@@H]1[C@H]2CSC(=C(N2C1=O)C(=O)OC(C)(C)C)CO (racemic cis 1,1-dimethylethyl 7-amino-3-hydroxymethyl-8-oxo-4-thia-1-azabicyclo[4,2,0]oct-2-en-2-carboxylate), C([O-])(O)=O.[Na+] (sodium bicarbonate), S(=O)(=O)(C1=CC=C(C)C=C1)Cl (tosyl chloride). Solvent: CC(=O)C (acetone), O (water), CC(=O)C (acetone), C(C)N(CC)CC (triethylamine). Run at time 45 minute. Product: C(C1=CC=CC=C1)(C1=CC=CC=C1)(C1=CC=CC=C1)NC=1SC=C(N1)C(C(=O)N[C@@H]1[C@H]2CSC(=C(N2C1=O)C(=O)OC(C)(C)C)CO)=NOCC (racemic cis 1,1-dimethylethyl 7-[2-(2-tritylaminothiazol-4-yl)-2-ethoxyimino-acetamido]-3-hydroxymethyl-8-oxo-4-thia-1-azabicyclo[4,2,0]oct-2-en-2-carboxylate). As a reaction SMILES: [C:1]([NH:20][C:21]1[S:22][CH:23]=[C:24]([C:26](=[N:30][O:31][CH2:32][CH3:33])[C:27](O)=[O:28])[N:25]=1)([C:14]1[CH:19]=[CH:18][CH:17]=[CH:16][CH:15]=1)([C:8]1[CH:13]=[CH:12][CH:11]=[CH:10][CH:9]=1)[C:2]1[CH:7]=[CH:6][CH:5]=[CH:4][CH:3]=1.S(Cl)(C1C=CC(C)=CC=1)(=O)=O.[NH2:45][C@H:46]1[C:53](=[O:54])[N:52]2[C@@H:47]1[CH2:48][S:49][C:50]([CH2:62][OH:63])=[C:51]2[C:55]([O:57][C:58]([CH3:61])([CH3:60])[CH3:59])=[O:56].C(=O)(O)[O-].[Na+]>CC(C)=O.O.C(N(CC)CC)C>[C:1]([NH:20][C:21]1[S:22][CH:23]=[C:24]([C:26](=[N:30][O:31][CH2:32][CH3:33])[C:27]([NH:45][C@H:46]2[C:53](=[O:54])[N:52]3[C@@H:47]2[CH2:48][S:49][C:50]([CH2:62][OH:63])=[C:51]3[C:55]([O:57][C:58]([CH3:59])([CH3:60])[CH3:61])=[O:56])=[O:28])[N:25]=1)([C:14]1[CH:19]=[CH:18][CH:17]=[CH:16][CH:15]=1)([C:8]1[CH:9]=[CH:10][CH:11]=[CH:12][CH:13]=1)[C:2]1[CH:7]=[CH:6][CH:5]=[CH:4][CH:3]=1 |f:3.4|. Procedure details: 549 mg of the syn isomer of 2-[2-tritylaminothiazol-4-yl]-2-ethoxyimino acetic acid were dissolved in 5.5 ml of acetone and 0.18 ml of triethylamine and 228 mg of tosyl chloride were added immediately with stirring for 45 minutes. A solution of 285 mg of the product of Step C in 1 ml of water, 1.5 ml of a 1M sodium bicarbonate solution and 2 ml of acetone was added to the reaction mixture with stirring for 35 minutes. The acetone was distilled off under reduced pressure, and extraction was effec... Starting materials: C(C)N1C(C(N(CC1)C(=O)Cl)=O)=O (4-ethyl-2,3-dioxo-piperazine-1-carbonyl chloride), compound A1, C(C)OC=1C=C(C=CC1OCC)C1=NN(C([C@@H]2CC=CC[C@H]12)=O)C1CCN(CC1)S(=O)(=O)C1=CC=C(C=C1)C ((4aS,8aR)-4-(3,4-Diethoxyphenyl)-2-[1-(toluene-4-sulfonyl)-piperidin-4-yl]-4a,5,8,8a-tetrahydro-2H-phthalazin-1-one). The product is COC=1C=C(C=CC1OC)C1=NN(C([C@@H]2CC=CC[C@H]12)=O)C1CCN(CC1)C(=O)N1C(C(N(CC1)CC)=O)=O (1-(1-{4-[(4aS,8aR)-4-(3,4-Dimethoxyphenyl)-1-oxo-4a,5,8,8a-tetrahydro-1H-phthalazin-2-yl]-piperidin-1-yl}-methanoyl)-4-ethyl-piperazine-2,3-dione). As a reaction SMILES: [CH2:1]([N:3]1[CH2:8][CH2:7][N:6]([C:9](Cl)=[O:10])[C:5](=[O:12])[C:4]1=[O:13])[CH3:2].[CH2:14]([O:16][C:17]1[CH:18]=[C:19]([C:26]2[C@@H:35]3[C@@H:30]([CH2:31][CH:32]=[CH:33][CH2:34]3)[C:29](=[O:36])[N:28]([CH:37]3[CH2:42][CH2:41][N:40](S(C4C=CC(C)=CC=4)(=O)=O)[CH2:39][CH2:38]3)[N:27]=2)[CH:20]=[CH:21][C:22]=1[O:23][CH2:24]C)C>>[CH3:14][O:16][C:17]1[CH:18]=[C:19]([C:26]2[C@@H:35]3[C@@H:30]([CH2:31][CH:32]=[CH:33][CH2:34]3)[C:29](=[O:36])[N:28]([CH:37]3[CH2:42][CH2:41][N:40]([C:9]([N:6]4[CH2:7][CH2:8][N:3]([CH2:1][CH3:2])[C:4](=[O:13])[C:5]4=[O:12])=[O:10])[CH2:39][CH2:38]3)[N:27]=2)[CH:20]=[CH:21][C:22]=1[O:23][CH3:24]. Reported procedure: Prepared from 4-ethyl-2,3-dioxo-piperazine-1-carbonyl chloride and starting compound A1 as described for compound 1. Crystallisation from ethyl acetate/diethyl ether. M.p. 226-228° C. The reactants are C(C)(=O)NC(NNC1=CC(N(C(N1CCCC)=O)CCC)=O)=S (6-(4-Acetylthiosemicarbazido)-1-butyl-3-propylpyrimidine-2,4(1H,3H)-dione). Solvent: CN(C=O)C (dimethylformamide). Yields the product C(C)(=O)NC1=NNC=2N(C(N(C(C21)=O)CCC)=O)CCCC (3-Acetylamino-7-butyl-5-propylpyrazolo[3,4-d]pyrimidine-4,6(5H,7H)-dione). Isolated yield 81.5%. Reaction SMILES: [C:1]([NH:4][C:5](=S)[NH:6][NH:7][C:8]1[N:13]([CH2:14][CH2:15][CH2:16][CH3:17])[C:12](=[O:18])[N:11]([CH2:19][CH2:20][CH3:21])[C:10](=[O:22])[CH:9]=1)(=[O:3])[CH3:2]>CN(C)C=O>[C:1]([NH:4][C:5]1[C:9]2[C:10](=[O:22])[N:11]([CH2:19][CH2:20][CH3:21])[C:12](=[O:18])[N:13]([CH2:14][CH2:15][CH2:16][CH3:17])[C:8]=2[NH:7][N:6]=1)(=[O:3])[CH3:2]. Reported procedure: 6-(4-Acetylthiosemicarbazido)-1-butyl-3-propylpyrimidine-2,4(1H,3H)-dione (6.0 g) was heated in dimethylformamide (DMF) (60 ml) at 110°-120° C. for 60 hours. The reaction mixture was concentrated to dryness to give a crystalline product, which were recrystallized from aqueous methanol to afford colorless crystals (4.4 g, 61%), Starting materials: C(C)OC(=O)C1=CN=C(S1)NC(C(CC1CCCC1)C1=CC=C(C=C1)S(=O)(=O)C)=O (2-[3-cyclopentyl-2-(4-methanesulfonyl-phenyl)-propionylamino]-thiazole-5-carboxylic acid ethyl ester), [OH-].[Li+] (lithium hydroxide). Conditions: temperature 25 celsius, time 14 hour. Product: C1(CCCC1)CC(C(=O)NC=1SC(=CN1)C(=O)O)C1=CC=C(C=C1)S(=O)(=O)C (2-[3-cyclopentyl-2-(4-methanesulfonyl-phenyl)-propionylamino]-thiazole-5-carboxylic acid). The solvent is C(C)O (ethanol), O (water). RXN SMILES: C([O:3][C:4]([C:6]1[S:10][C:9]([NH:11][C:12](=[O:30])[CH:13]([C:20]2[CH:25]=[CH:24][C:23]([S:26]([CH3:29])(=[O:28])=[O:27])=[CH:22][CH:21]=2)[CH2:14][CH:15]2[CH2:19][CH2:18][CH2:17][CH2:16]2)=[N:8][CH:7]=1)=[O:5])C.[OH-].[Li+]>C(O)C.O>[CH:15]1([CH2:14][CH:13]([C:20]2[CH:25]=[CH:24][C:23]([S:26]([CH3:29])(=[O:28])=[O:27])=[CH:22][CH:21]=2)[C:12]([NH:11][C:9]2[S:10][C:6]([C:4]([OH:5])=[O:3])=[CH:7][N:8]=2)=[O:30])[CH2:19][CH2:18][CH2:17][CH2:16]1 |f:1.2|. Reported procedure: A solution of 2-[3-cyclopentyl-2-(4-methanesulfonyl-phenyl)-propionylamino]-thiazole-5-carboxylic acid ethyl ester (430 mg, 0.95 mmol) in ethanol (10 mL) and water (2 mL) was treated with lithium hydroxide (46 mg, 1.9 mmol). The reaction mixture was stirred at 25° C. for 14 h. The reaction mixture was then concentrated in vacuo to remove methanol. The resulting aqueous residue was diluted with water (20 mL) and then washed ethyl acetate (1×20 mL). The aqueous layer was then acidified to pH=2 wit... Isolated yield 96.2%.